This data is from the Open Reaction Database (ORD), a public repository of structured organic reaction records. The task is: describe an organic reaction: reactants, conditions, products, and yield Reactants: CC1=C(C=C(C=C1)NC(C1=CC(=CC=C1)C(F)(F)F)=O)C=1N=C(C(NC1)=O)N1CCOCC1 (N-(4-methyl-3-(6-morpholino-5-oxo-4,5-dihydropyrazin-2-yl)phenyl)-3-(trifluoromethyl)benzamide), ICC (iodoethane), C([O-])([O-])=O.[K+].[K+] (potassium carbonate). The product is C(C)N1C=C(N=C(C1=O)N1CCOCC1)C=1C=C(C=CC1C)NC(C1=CC(=CC=C1)C(F)(F)F)=O (N-(3-(4-ethyl-6-morpholino-5-oxo-4,5-dihydropyrazin-2-yl)-4-methylphenyl)-3-(trifluoromethyl)benzamide). RXN SMILES: [CH3:1][C:2]1[CH:7]=[CH:6][C:5]([NH:8][C:9](=[O:20])[C:10]2[CH:15]=[CH:14][CH:13]=[C:12]([C:16]([F:19])([F:18])[F:17])[CH:11]=2)=[CH:4][C:3]=1[C:21]1[N:22]=[C:23]([N:28]2[CH2:33][CH2:32][O:31][CH2:30][CH2:29]2)[C:24](=[O:27])[NH:25][CH:26]=1.I[CH2:35][CH3:36].C(=O)([O-])[O-].[K+].[K+]>>[CH2:35]([N:25]1[C:24](=[O:27])[C:23]([N:28]2[CH2:33][CH2:32][O:31][CH2:30][CH2:29]2)=[N:22][C:21]([C:3]2[CH:4]=[C:5]([NH:8][C:9](=[O:20])[C:10]3[CH:15]=[CH:14][CH:13]=[C:12]([C:16]([F:17])([F:19])[F:18])[CH:11]=3)[CH:6]=[CH:7][C:2]=2[CH3:1])=[CH:26]1)[CH3:36] |f:2.3.4|. Procedure details: Method 1 was followed using N-(4-methyl-3-(6-morpholino-5-oxo-4,5-dihydropyrazin-2-yl)phenyl)-3-(trifluoromethyl)benzamide (1.0 equiv.), iodoethane (1.2 equiv.) and potassium carbonate (2.0 equiv.) at room temperature. 1H NMR (400 MHz, <cd3od>) δ ppm 1.38 (t, J=7.24 Hz, 3H) 2.39 (s, 3H) 3.80 (s, 8H) 4.02 (q, J=7.30 Hz, 2H) 7.02-7.31 (m, 2H) 7.57 (dd, J=8.22, 1.96 Hz, 1H) 7.65-7.81 (m, 2H) 7.89 (d, J=7.83 Hz, 1H) 8.13-8.38 (m, 1H). LCMS (m/z) (M+H)=487.4, Rt=1.02 min. The reactants are NC1=NC2=CC=CC(=C2C(=N1)N)OC1=CC=C(C=C1)OCC1=CC=CC=C1 (2,4-Diamino-5-(4-benzyloxyphenoxy)quinazoline), [H][H] (hydrogen). Reagents/catalysts: [Pd] (palladium on carbon). Solvent: CN(C(C)=O)C (N,N-dimethylacetamide). The product is NC1=NC2=CC=CC(=C2C(=N1)N)OC1=CC=C(C=C1)O (2,4-diamino-5(4-hydroxyphenoxy)quinazoline). The yield is 85.7%. RXN SMILES: [NH2:1][C:2]1[N:11]=[C:10]([NH2:12])[C:9]2[C:4](=[CH:5][CH:6]=[CH:7][C:8]=2[O:13][C:14]2[CH:19]=[CH:18][C:17]([O:20]CC3C=CC=CC=3)=[CH:16][CH:15]=2)[N:3]=1.[H][H]>[Pd].CN(C)C(=O)C>[NH2:1][C:2]1[N:11]=[C:10]([NH2:12])[C:9]2[C:4](=[CH:5][CH:6]=[CH:7][C:8]=2[O:13][C:14]2[CH:19]=[CH:18][C:17]([OH:20])=[CH:16][CH:15]=2)[N:3]=1. Procedure: 2,4-Diamino-5-(4-benzyloxyphenoxy)quinazoline (3.6 g, 10 mmol) was heated at 50-60° C. under 4 atmospheres of hydrogen gas in the presence of 0.36 g of 10% palladium on carbon in 80 mL of N,N-dimethylacetamide. After 4 hours the reaction mixture was filtered through silica gel in a fritted glass funnel, concentrated, dissolved in 50 mL of 2-propanol and allowed to crystallize at 4° C. The precipitate was collected by vacuum filtration, washed with 2-propanol and dried at 50° C. under vacuum to g...